From a dataset of the Open Reaction Database (ORD), a public repository of structured organic reaction records. describe an organic reaction: reactants, conditions, products, and yield The reactants are COc1ccc(C(F)(F)F)cc1C(=NC#N)N=c1sc(C(C)(C)C)cn1CC1(OC(C)=O)CCC1, CO, [K+], [K+], O=C([O-])[O-], O. The product is COc1ccc(C(F)(F)F)cc1C(=NC#N)N=c1sc(C(C)(C)C)cn1CC1(O)CCC1. RXN SMILES: [C:1](=[O:2])([CH3:3])[O:4][C:5]1([CH2:9][n:10]2[c:11](=[N:19][C:20]([c:21]3[c:22]([O:31][CH3:32])[cH:23][cH:24][c:25]([C:27]([F:28])([F:29])[F:30])[cH:26]3)=[N:33][C:34]#[N:35])[s:12][c:13]([C:15]([CH3:16])([CH3:17])[CH3:18])[cH:14]2)[CH2:6][CH2:7][CH2:8]1.[CH3:42][OH:43].[K+:36].[K+:37].[O-:38][C:39]([O-:40])=[O:41].[OH2:44]>>[OH:4][C:5]1([CH2:9][n:10]2[c:11](=[N:19][C:20]([c:21]3[c:22]([O:31][CH3:32])[cH:23][cH:24][c:25]([C:27]([F:28])([F:29])[F:30])[cH:26]3)=[N:33][C:34]#[N:35])[s:12][c:13]([C:15]([CH3:16])([CH3:17])[CH3:18])[cH:14]2)[CH2:6][CH2:7][CH2:8]1. The reactants are CCc1cc(-c2cncc(C(=O)O)c2)c(C)[nH]c1=O, NCC1CC(c2ccncc2)=NO1. Yields the product CCc1cc(-c2cncc(C(=O)NCC3CC(c4ccncc4)=NO3)c2)c(C)[nH]c1=O. As a reaction SMILES: [CH2:1]([CH3:2])[c:3]1[cH:4][c:5](-[c:11]2[cH:12][n:13][cH:14][c:15]([C:17](=[O:18])[OH:19])[cH:16]2)[c:6]([CH3:10])[nH:7][c:8]1=[O:9].[n:20]1[cH:21][cH:22][c:23]([C:26]2=[N:27][O:28][CH:29]([CH2:31][NH2:32])[CH2:30]2)[cH:24][cH:25]1>>[CH2:1]([CH3:2])[c:3]1[cH:4][c:5](-[c:11]2[cH:12][n:13][cH:14][c:15]([C:17](=[O:19])[NH:32][CH2:31][CH:29]3[O:28][N:27]=[C:26]([c:23]4[cH:22][cH:21][n:20][cH:25][cH:24]4)[CH2:30]3)[cH:16]2)[c:6]([CH3:10])[nH:7][c:8]1=[O:9]. The reactants are C(C1=CC=CC=C1)OC([C@H](CC1=CC(=CC=C1)CN1S(N(C(C1)=O)CC1=CC=C(C=C1)OC)(=O)=O)NC(=O)OC(C)(C)C)=O ((S)-2-t-butoxycarbonylamino-3-{3-[5-(4-methoxy-benzyl)-1,1,4-trioxo-1,2,5-thiadiazolidin-2-ylmethyl]-phenyl}-propionic acid benzyl ester), [H][H] (hydrogen). The reagents and catalysts are [Pd] (palladium on carbon). Run in CCOC(=O)C.CCO (EtOAc EtOH). Reaction conditions: time 30 minute. Product: C(C)(C)(C)OC(=O)N[C@H](C(=O)O)CC1=CC(=CC=C1)CN1S(N(C(C1)=O)CC1=CC=C(C=C1)OC)(=O)=O ((S)-2-t-butoxycarbonylamino-3-{3-[5-(4-methoxy-benzyl)-1,1,4-trioxo-1,2,5-thiadiazolidin-2-ylmethyl]-phenyl}-propionic acid). Reaction SMILES: C([O:8][C:9](=[O:44])[C@@H:10]([NH:36][C:37]([O:39][C:40]([CH3:43])([CH3:42])[CH3:41])=[O:38])[CH2:11][C:12]1[CH:17]=[CH:16][CH:15]=[C:14]([CH2:18][N:19]2[CH2:23][C:22](=[O:24])[N:21]([CH2:25][C:26]3[CH:31]=[CH:30][C:29]([O:32][CH3:33])=[CH:28][CH:27]=3)[S:20]2(=[O:35])=[O:34])[CH:13]=1)C1C=CC=CC=1.[H][H]>CCOC(C)=O.CCO.[Pd]>[C:40]([O:39][C:37]([NH:36][C@@H:10]([CH2:11][C:12]1[CH:17]=[CH:16][CH:15]=[C:14]([CH2:18][N:19]2[CH2:23][C:22](=[O:24])[N:21]([CH2:25][C:26]3[CH:27]=[CH:28][C:29]([O:32][CH3:33])=[CH:30][CH:31]=3)[S:20]2(=[O:34])=[O:35])[CH:13]=1)[C:9]([OH:44])=[O:8])=[O:38])([CH3:41])([CH3:43])[CH3:42] |f:2.3|. Procedure details: The title D compound, (S)-2-t-butoxycarbonylamino-3-{3-[5-(4-methoxy-benzyl)-1,1,4-trioxo-1,2,5-thiadiazolidin-2-ylmethyl]-phenyl}-propionic acid benzyl ester (127 mg, 0.20 mmol) is dissolved in EtOAc/EtOH (50:50) (56 mL) and 10% palladium on carbon (35 mg) is added and the mixture is treated with 45 psi of hydrogen on a Parr shaker apparatus. After two 90 min runs, starting material is not completely consumed, so another aliquot of 10% palladium on carbon (35 mg) is added and after shaking at 4... Starting materials: CC(C)(C)OC(=O)C(C)(C)Sc1nc(CCO)cs1, CCOC(=O)[N+](=[N-])C(=O)OCC, C1CCOC1, Oc1ccc(I)cc1, c1ccc(P(c2ccccc2)c2ccccc2)cc1. The product is CC(C)(C)OC(=O)C(C)(C)Sc1nc(CCOc2ccc(I)cc2)cs1. RXN SMILES: [C:1]([CH3:2])([CH3:3])([CH3:4])[O:5][C:6]([C:7]([CH3:8])([CH3:9])[S:10][c:11]1[s:12][cH:13][c:14]([CH2:16][CH2:17][OH:18])[n:15]1)=[O:19].[N+:47]([C:48]([O:49][CH2:50][CH3:51])=[O:52])([C:53]([O:54][CH2:55][CH3:56])=[O:57])=[N-:58].[O:59]1[CH2:60][CH2:61][CH2:62][CH2:63]1.[OH:20][c:21]1[cH:22][cH:23][c:24]([I:25])[cH:26][cH:27]1.[c:28]1([P:29]([c:30]2[cH:31][cH:32][cH:33][cH:34][cH:35]2)[c:36]2[cH:37][cH:38][cH:39][cH:40][cH:41]2)[cH:42][cH:43][cH:44][cH:45][cH:46]1>>[C:1]([CH3:2])([CH3:3])([CH3:4])[O:5][C:6]([C:7]([CH3:8])([CH3:9])[S:10][c:11]1[s:12][cH:13][c:14]([CH2:16][CH2:17][O:18][c:21]2[cH:22][cH:23][c:24]([I:25])[cH:26][cH:27]2)[n:15]1)=[O:19]. Reactants: CC1CC2CN(C(=O)OC(C)(C)C)C(CN)C2C1, Cc1nc2sccn2c1C(=O)O. Product: Cc1nc2sccn2c1C(=O)NCC1C2CC(C)CC2CN1C(=O)OC(C)(C)C. Reaction SMILES: [C:1]([CH3:2])([CH3:3])([CH3:4])[O:5][C:6](=[O:7])[N:8]1[CH:9]([CH2:17][NH2:18])[CH:10]2[CH2:11][CH:12]([CH3:16])[CH2:13][CH:14]2[CH2:15]1.[CH3:19][c:20]1[n:21][c:22]2[s:23][cH:24][cH:25][n:26]2[c:27]1[C:28](=[O:29])[OH:30]>>[C:1]([CH3:2])([CH3:3])([CH3:4])[O:5][C:6](=[O:7])[N:8]1[CH:9]([CH2:17][NH:18][C:28]([c:27]2[c:20]([CH3:19])[n:21][c:22]3[s:23][cH:24][cH:25][n:26]32)=[O:29])[CH:10]2[CH2:11][CH:12]([CH3:16])[CH2:13][CH:14]2[CH2:15]1.